Task: describe an organic reaction: reactants, conditions, products, and yield. Dataset: the Open Reaction Database (ORD), a public repository of structured organic reaction records Reactants: C(C)(C)(C)OC(=O)N1CC2CCCC(C1)C2=C (3-(tert-butoxycarbonyl)-9-methylene-3-azabicyclo[3.3.1]-nonane), ClC(C(=O)Cl)(Cl)Cl (trichloroacetyl chloride), C(O)([O-])=O.[Na+] (sodium hydrogencarbonate). Reagents/catalysts: [Zn].[Cu] (zinc copper), [Zn] (zinc). The solvent is CCOCC (ether), C(OC)COC (dimethoxyethane), saturated solution, [Cl-].[NH4+] (ammonium chloride), CO (methanol). Product: C(C)(C)(C)OC(=O)N1CC2CCCC(C1)C21CC(C1)=O (3-(tert-Butoxycarbonyl)-3-azabicyclo[3.3.1]nonane-9-spirocyclobutan-3′-one). RXN SMILES: [C:1]([O:5][C:6]([N:8]1[CH2:15][CH:14]2[C:16](=[CH2:17])[CH:10]([CH2:11][CH2:12][CH2:13]2)[CH2:9]1)=[O:7])([CH3:4])([CH3:3])[CH3:2].Cl[C:19](Cl)(Cl)[C:20](Cl)=[O:21].C(=O)([O-])O.[Na+]>CCOCC.C(COC)OC.[Cl-].[NH4+].CO.[Zn].[Cu].[Zn]>[C:1]([O:5][C:6]([N:8]1[CH2:9][CH:10]2[C:16]3([CH2:19][C:20](=[O:21])[CH2:17]3)[CH:14]([CH2:13][CH2:12][CH2:11]2)[CH2:15]1)=[O:7])([CH3:4])([CH3:3])[CH3:2] |f:2.3,6.7,9.10|. Reported procedure: To 3.7 g of zinc/copper alloy was added a solution of 1.4 g of 3-(tert-butoxycarbonyl)-9-methylene-3-azabicyclo[3.3.1]-nonane in dry ether (30 ml). Subsequently, a solution of 2.6 ml of trichloroacetyl chloride in dry dimethoxyethane (50 ml) was dropped thereinto and the resulting mixture was reacted at room temperature for 3 hours. Then a saturated aqueous solution of sodium hydrogencarbonate was added to the reaction mixture while maintaining the mixture at 0° C. or below. After filtering off ... Starting materials: [N+](=O)([O-])C=1C=C(C=CC1)C=1OC=2C(=NC=CC2)N1 (2-(3-nitrophenyl)oxazolo[4,5-b]pyridine). The reagents and catalysts are [Pd] (palladium-on-carbon). Run in C(C)O (ethanol). Yields the product NC=1C=C(C=CC1)C=1OC=2C(=NC=CC2)N1 (2-(3-aminophenyl)oxazolo[4,5-b]pyridine). As a reaction SMILES: [N+:1]([C:4]1[CH:5]=[C:6]([C:10]2[O:11][C:12]3[C:13]([N:18]=2)=[N:14][CH:15]=[CH:16][CH:17]=3)[CH:7]=[CH:8][CH:9]=1)([O-])=O>[Pd].C(O)C>[NH2:1][C:4]1[CH:5]=[C:6]([C:10]2[O:11][C:12]3[C:13]([N:18]=2)=[N:14][CH:15]=[CH:16][CH:17]=3)[CH:7]=[CH:8][CH:9]=1. Procedure: A mixture of 700mg. of 2-(3-nitrophenyl)oxazolo[4,5-b]pyridine in 50 ml. of ethanol was hydrogenated over 150 mg. of 5% palladium-on-carbon catalyst. The catalyst was removed by filtration and the solvent was concentrated to dryness. The residue was recrystallized from chloroform-petroleum ether to give 2-(3-aminophenyl)oxazolo[4,5-b]pyridine, m.p. 179°-180.5° C. Starting materials: O=C(CBr)c1ccccc1, CCCCP(CCCC)CCCC, CC(C)CSSC1NC(=O)C1NC(=O)Cc1ccccc1, CN(C)C=O, O. Yields the product O=C(Cc1ccccc1)NC1C(=O)NC1SCC(=O)c1ccccc1. As a reaction SMILES: [Br:22][CH2:23][C:24](=[O:25])[c:26]1[cH:27][cH:28][cH:29][cH:30][cH:31]1.[CH2:32]([P:33]([CH2:34][CH2:35][CH2:36][CH3:37])[CH2:38][CH2:39][CH2:40][CH3:41])[CH2:42][CH2:43][CH3:44].[CH3:1][CH:2]([CH3:3])[CH2:4][S:21][S:5][CH:6]1[CH:7]([NH:11][C:12]([CH2:13][c:14]2[cH:15][cH:16][cH:17][cH:18][cH:19]2)=[O:20])[C:8](=[O:10])[NH:9]1.[CH3:46][N:47]([CH3:48])[CH:49]=[O:50].[OH2:45]>>[S:5]([CH:6]1[CH:7]([NH:11][C:12]([CH2:13][c:14]2[cH:15][cH:16][cH:17][cH:18][cH:19]2)=[O:20])[C:8](=[O:10])[NH:9]1)[CH2:23][C:24](=[O:25])[c:26]1[cH:27][cH:28][cH:29][cH:30][cH:31]1.